Dataset: the Open Reaction Database (ORD), a public repository of structured organic reaction records. Task: describe an organic reaction: reactants, conditions, products, and yield The reactants are Br, Cc1cc(C(F)(C(F)(F)F)C(F)(F)F)ccc1N, CC(=O)O, [K+], N#C[S-]. Product: Cc1cc(C(F)(C(F)(F)F)C(F)(F)F)cc(SC#N)c1N. As a reaction SMILES: [Br:23].[CH3:1][c:2]1[c:3]([NH2:18])[cH:4][cH:5][c:6]([C:8]([C:9]([F:10])([F:11])[F:12])([C:13]([F:14])([F:15])[F:16])[F:17])[cH:7]1.[CH3:24][C:25](=[O:26])[OH:27].[K+:19].[S-:20][C:21]#[N:22]>>[CH3:1][c:2]1[c:3]([NH2:18])[c:4]([S:20][C:21]#[N:22])[cH:5][c:6]([C:8]([C:9]([F:10])([F:11])[F:12])([C:13]([F:14])([F:15])[F:16])[F:17])[cH:7]1. Reactants: CC1=C(C(=O)OC(C)(C)C)C=CC(=C1)C(\C=C(/C(F)(F)F)\C1=CC(=C(C(=C1)Cl)Cl)Cl)=O (tert-butyl 2-methyl-4-[(Z)-4,4,4-trifluoro-3-(3,4,5-trichlorophenyl)but-2-enoyl]benzoate), NO (hydroxylamine), O.[OH-].[Cs+] (cesium hydroxide hydrate). Solvent: C(Cl)(Cl)Cl (chloroform), ClCCl (dichloromethane), O (water), O (water). Run at temperature -30 celsius, time 16 hour. The product is CC1=C(C(=O)OC(C)(C)C)C=CC(=C1)C1=NO[C@](C1)(C(F)(F)F)C1=CC(=C(C(=C1)Cl)Cl)Cl (tert-butyl 2-methyl-4-[(5S)-5-(3,4,5-trichlorophenyl)-5-(trifluoromethyl)-4H-isoxazol-3-yl]benzoate). Yield: 111.3%. Reaction SMILES: [CH3:1][C:2]1[CH:14]=[C:13]([C:15](=O)/[CH:16]=[C:17](/[C:22]2[CH:27]=[C:26]([Cl:28])[C:25]([Cl:29])=[C:24]([Cl:30])[CH:23]=2)\[C:18]([F:21])([F:20])[F:19])[CH:12]=[CH:11][C:3]=1[C:4]([O:6][C:7]([CH3:10])([CH3:9])[CH3:8])=[O:5].[NH2:32][OH:33].O.[OH-].[Cs+]>C(Cl)(Cl)Cl.O.ClCCl>[CH3:1][C:2]1[CH:14]=[C:13]([C:15]2[CH2:16][C@:17]([C:22]3[CH:27]=[C:26]([Cl:28])[C:25]([Cl:29])=[C:24]([Cl:30])[CH:23]=3)([C:18]([F:21])([F:20])[F:19])[O:33][N:32]=2)[CH:12]=[CH:11][C:3]=1[C:4]([O:6][C:7]([CH3:10])([CH3:9])[CH3:8])=[O:5] |f:2.3.4|. Reported procedure: A 1500 mL reaction-vessel was charged at RT with 1-Anthracen-9-ylmethyl quininium chloride 13.77 mmol, 7.59 g) and tert-butyl 2-methyl-4-[(Z)-4,4,4-trifluoro-3-(3,4,5-trichlorophenyl)but-2-enoyl]benzoate (68.87 mmol, 34 g) and dissolved in chloroform (700 mL). The mixture cooled down to −30° C. Then, a solution of hydroxylamine (50 mass % in H2O, 9.1 g) in water (50.9 mL) and cesium hydroxide hydrate (185.9 mmol, 32.88 g) in water (60 mL) were added simultaneously dropwise to the reaction mixtur... Starting materials: COC([C@H](CC1=CC=C(C=C1)C1=CC=C(C=C1)C#N)NC(=O)C1NCC=2C=C3C(=CC2C1)OC[C@@H](O3)C3=CC=C(C=C3)OCC3=CC(=C(C=C3)Cl)Cl)=O ((S)-3-(4′-Cyano-biphenyl-4-yl)-2-({(S)-3-[4-(3,4-dichloro-benzyloxy)-phenyl]-2,3,6,7,8,9-hexahydro-[1,4]dioxino[2,3-g]isoquinoline-8-carbonyl}-amino)-propionic acid methyl ester), CN1N=C(C=C1)C=O (1-methyl-1H-pyrazole-3-carbaldehyde). Yields the product COC([C@H](CC1=CC=C(C=C1)C1=CC=C(C=C1)C#N)NC(=O)C1N(CC=2C=C3C(=CC2C1)OC[C@@H](O3)C3=CC=C(C=C3)OCC3=CC(=C(C=C3)Cl)Cl)CC3=NN(C=C3)C)=O ((S)-3-(4′-Cyano-biphenyl-4-yl)-2-{[(S)-3-[4-(3,4-dichloro-benzyloxy)-phenyl]-7-(1-methyl-1H-pyrazol-3-ylmethyl)-2,3,6,7,8,9-hexahydro-[1,4]dioxino[2,3-g]isoquinoline-8-carbonyl]-amino}-propionic acid methyl ester). Reaction SMILES: [CH3:1][O:2][C:3](=[O:53])[C@@H:4]([NH:20][C:21]([CH:23]1[CH2:32][C:31]2[CH:30]=[C:29]3[O:33][CH2:34][C@H:35]([C:37]4[CH:42]=[CH:41][C:40]([O:43][CH2:44][C:45]5[CH:50]=[CH:49][C:48]([Cl:51])=[C:47]([Cl:52])[CH:46]=5)=[CH:39][CH:38]=4)[O:36][C:28]3=[CH:27][C:26]=2[CH2:25][NH:24]1)=[O:22])[CH2:5][C:6]1[CH:11]=[CH:10][C:9]([C:12]2[CH:17]=[CH:16][C:15]([C:18]#[N:19])=[CH:14][CH:13]=2)=[CH:8][CH:7]=1.[CH3:54][N:55]1[CH:59]=[CH:58][C:57]([CH:60]=O)=[N:56]1>>[CH3:1][O:2][C:3](=[O:53])[C@@H:4]([NH:20][C:21]([CH:23]1[CH2:32][C:31]2[CH:30]=[C:29]3[O:33][CH2:34][C@H:35]([C:37]4[CH:42]=[CH:41][C:40]([O:43][CH2:44][C:45]5[CH:50]=[CH:49][C:48]([Cl:51])=[C:47]([Cl:52])[CH:46]=5)=[CH:39][CH:38]=4)[O:36][C:28]3=[CH:27][C:26]=2[CH2:25][N:24]1[CH2:60][C:57]1[CH:58]=[CH:59][N:55]([CH3:54])[N:56]=1)=[O:22])[CH2:5][C:6]1[CH:11]=[CH:10][C:9]([C:12]2[CH:13]=[CH:14][C:15]([C:18]#[N:19])=[CH:16][CH:17]=2)=[CH:8][CH:7]=1. Procedure details: (S)-3-(4′-Cyano-biphenyl-4-yl)-2-({(S)-3-[4-(3,4-dichloro-benzyloxy)-phenyl]-2,3,6,7,8,9-hexahydro-[1,4]dioxino[2,3-g]isoquinoline-8-carbonyl}-amino)-propionic acid methyl ester (35 mg) was treated with 1-methyl-1H-pyrazole-3-carbaldehyde according to General Procedure D to give (S)-3-(4′-Cyano-biphenyl-4-yl)-2-{[(S)-3-[4-(3,4-dichloro-benzyloxy)-phenyl]-7-(1-methyl-1H-pyrazol-3-ylmethyl)-2,3,6,7,8,9-hexahydro-[1,4]dioxino[2,3-g]isoquinoline-8-carbonyl]-amino}-propionic acid methyl ester (25 mg)... Reaction SMILES: [Br:1][C:2]1[CH:7]=[CH:6][C:5]([C:8]2([C:11]#[N:12])[CH2:10][CH2:9]2)=[CH:4][CH:3]=1.B.C1COCC1>>[Br:1][C:2]1[CH:3]=[CH:4][C:5]([C:8]2([CH2:11][NH2:12])[CH2:9][CH2:10]2)=[CH:6][CH:7]=1 |f:1.2|. Reported procedure: Following the procedure outlined for Example 666, 1-(4-bromophenyl)cyclopropane carbonitrile (2.0 g, 9.0 mmol) was reacted with BH3.THF (1.0 M in THF, 50 mL, 50 mmol) to afford the desired product (1.9 g, 94%) as a yellow oil: ESI MS m/z 226 [C10H12BrN+H]+. Starting materials: BrC1=CC=C(C=C1)C1(CC1)C#N (1-(4-bromophenyl)cyclopropane carbonitrile), B.C1CCOC1 (BH3.THF). Yields the product BrC1=CC=C(C=C1)C1(CC1)CN ((1-(4-bromophenyl)cyclopropyl)methanamine). Yield: 93.4%. Starting materials: O=C(Cl)Cc1ccccc1Br, CCc1cn(C2CC(O)C(CNC)O2)c(=O)[nH]c1=O, ClCCl, CCOCC, CO, O=S(Cl)Cl, c1ccncc1, c1ccccc1. Yields the product CCc1cn(C2CC(O)C(CN(C)C(=O)Cc3ccccc3Br)O2)c(=O)[nH]c1=O. Reaction SMILES: [Br:20][c:21]1[c:22]([CH2:27][C:28](=[O:29])[Cl:30])[cH:23][cH:24][cH:25][cH:26]1.[CH2:1]([CH3:2])[c:3]1[c:4](=[O:19])[nH:5][c:6](=[O:18])[n:7]([CH:8]2[CH2:9][CH:10]([OH:11])[CH:12]([CH2:13][NH:14][CH3:15])[O:16]2)[cH:17]1.[CH2:54]([Cl:55])[Cl:56].[CH3:35][CH2:36][O:37][CH2:38][CH3:39].[CH3:52][OH:53].[S:31]([Cl:32])([Cl:33])=[O:34].[cH:40]1[cH:41][cH:42][n:43][cH:44][cH:45]1.[cH:46]1[cH:47][cH:48][cH:49][cH:50][cH:51]1>>[CH2:1]([CH3:2])[c:3]1[c:4](=[O:19])[nH:5][c:6](=[O:18])[n:7]([CH:8]2[CH2:9][CH:10]([OH:11])[CH:12]([CH2:13][N:14]([CH3:15])[C:28]([CH2:27][c:22]3[c:21]([Br:20])[cH:26][cH:25][cH:24][cH:23]3)=[O:29])[O:16]2)[cH:17]1. The reactants are COC(=O)C1=C(C=CC(=C1)N1C(CCC1)=O)C1=CC=C(C=C1)C(=O)O (2'-methoxycarbonyl-4'-(2-oxopyrrolidin-1-yl)biphenyl-4-carboxylic acid), CN1CCC2(CC1)COC1=CC=3CCNC3C=C12 (1'-Methyl-2,3,6,7-tetrahydrospiro[furo[2,3-f]indole-3,4'-piperidine]), Example 15. Yields the product COC(=O)C1=C(C=CC(=C1)N1C(CCC1)=O)C1=CC=C(C=C1)C(=O)N1CCC=2C=C3C(=CC12)C1(CCN(CC1)C)CO3 (5-[2'-Methoxycarbonyl-4'-(2-oxopyrrolidin-1-yl)biphenyl-4-carbonyl]-1'-methyl-2,3,6,7-tetrahydrospiro[furo[2,3,f]indole-3,4'-piperidine]). RXN SMILES: [CH3:1][O:2][C:3]([C:5]1[CH:10]=[C:9]([N:11]2[CH2:15][CH2:14][CH2:13][C:12]2=[O:16])[CH:8]=[CH:7][C:6]=1[C:17]1[CH:22]=[CH:21][C:20]([C:23](O)=[O:24])=[CH:19][CH:18]=1)=[O:4].[CH3:26][N:27]1[CH2:32][CH2:31][C:30]2([C:43]3[C:35](=[CH:36][C:37]4[CH2:38][CH2:39][NH:40][C:41]=4[CH:42]=3)[O:34][CH2:33]2)[CH2:29][CH2:28]1>>[CH3:1][O:2][C:3]([C:5]1[CH:10]=[C:9]([N:11]2[CH2:15][CH2:14][CH2:13][C:12]2=[O:16])[CH:8]=[CH:7][C:6]=1[C:17]1[CH:22]=[CH:21][C:20]([C:23]([N:40]2[C:41]3[CH:42]=[C:43]4[C:30]5([CH2:33][O:34][C:35]4=[CH:36][C:37]=3[CH2:38][CH2:39]2)[CH2:31][CH2:32][N:27]([CH3:26])[CH2:28][CH2:29]5)=[O:24])=[CH:19][CH:18]=1)=[O:4]. Procedure: The title compound was prepared from 2'-methoxycarbonyl-4'-(2-oxopyrrolidin-1-yl)biphenyl-4-carboxylic acid (D53) and 1'-methyl-2,3,6,7-tetrahydrospiro[furo[2,3-f]indole-3,4'-piperidine] (D7) following a similar procedure to Example 15 as an off-white powder (66%).